This data is from the Open Reaction Database (ORD), a public repository of structured organic reaction records. The task is: describe an organic reaction: reactants, conditions, products, and yield The reactants are C(#N)C1=CC=CC(=N1)C1=NC=CC=C1 (6-cyano-bipyridine), NN (hydrazine). The product is carboxylic acid, N1N=NC=C1.N1=C(C=CC=C1)C1=NC=CC=C1 (bipyridine triazole). As a reaction SMILES: [C:1]([C:3]1[N:8]=[C:7]([C:9]2[CH:14]=[CH:13][CH:12]=[CH:11][N:10]=2)[CH:6]=[CH:5][CH:4]=1)#[N:2].[NH2:15]N>>[NH:8]1[CH:3]=[CH:1][N:2]=[N:15]1.[N:8]1[CH:3]=[CH:4][CH:5]=[CH:6][C:7]=1[C:9]1[CH:14]=[CH:13][CH:12]=[CH:11][N:10]=1 |f:2.3|. Procedure: enabling the 6-cyano-bipyridine derivative to react with hydrazine and a carboxylic acid derivative for cyclization, thus obtaining a bipyridine triazole type compound; and Starting materials: CCNc1cc(-c2ccc(F)cc2)ccc1C, COC(=O)c1cc(Cl)ccc1NC(=O)CCCC(=O)O. The product is CCN(C(=O)CCCC(=O)Nc1ccc(Cl)cc1C(=O)OC)c1cc(-c2ccc(F)cc2)ccc1C. Reaction SMILES: [CH2:1]([CH3:2])[NH:3][c:4]1[cH:5][c:6](-[c:11]2[cH:12][cH:13][c:14]([F:17])[cH:15][cH:16]2)[cH:7][cH:8][c:9]1[CH3:10].[Cl:18][c:19]1[cH:20][c:21]([C:34](=[O:35])[O:36][CH3:37])[c:22]([NH:25][C:26]([CH2:27][CH2:28][CH2:29][C:30](=[O:31])[OH:32])=[O:33])[cH:23][cH:24]1>>[CH2:1]([CH3:2])[N:3]([c:4]1[cH:5][c:6](-[c:11]2[cH:12][cH:13][c:14]([F:17])[cH:15][cH:16]2)[cH:7][cH:8][c:9]1[CH3:10])[C:30]([CH2:29][CH2:28][CH2:27][C:26]([NH:25][c:22]1[c:21]([C:34](=[O:35])[O:36][CH3:37])[cH:20][c:19]([Cl:18])[cH:24][cH:23]1)=[O:33])=[O:32].